describe an organic reaction: reactants, conditions, products, and yield From a dataset of the Open Reaction Database (ORD), a public repository of structured organic reaction records. Reactants: CCNc1ncnc2cc(OCc3cccc(S(C)(=O)=NC(=O)OCC)c3)c(Br)cc12, O=C([O-])O, CC[O-], CCO, [Na+], [Na+]. Yields the product CCNc1ncnc2cc(OCc3cccc(S(C)(=N)=O)c3)c(Br)cc12. Reaction SMILES: [Br:1][c:2]1[cH:3][c:4]2[c:5]([NH:29][CH2:30][CH3:31])[n:6][cH:7][n:8][c:9]2[cH:10][c:11]1[O:12][CH2:13][c:14]1[cH:15][c:16]([S:20](=[O:21])(=[N:22][C:23]([O:24][CH2:25][CH3:26])=[O:27])[CH3:28])[cH:17][cH:18][cH:19]1.[C:36](=[O:37])([OH:38])[O-:39].[CH3:33][CH2:34][O-:35].[CH3:41][CH2:42][OH:43].[Na+:32].[Na+:40]>>[Br:1][c:2]1[cH:3][c:4]2[c:5]([NH:29][CH2:30][CH3:31])[n:6][cH:7][n:8][c:9]2[cH:10][c:11]1[O:12][CH2:13][c:14]1[cH:15][c:16]([S:20](=[O:21])(=[NH:22])[CH3:28])[cH:17][cH:18][cH:19]1. Starting materials: ClC1=C(C2=C(OCCO2)C(=C1)C=1OC(N(N1)C1CCN(CC1)CCCC(F)(F)F)=O)NC(OCC1=CC=CC=C1)=O (phenylmethyl [6-chloro-8-[5-oxo-4-[1-(4,4,4-trifluorobutyl)piperidin-4-yl]-4,5-dihydro-1,3,4-oxadiazol-2-yl]-2,3-dihydro-1,4-benzodioxin-5-yl]carbamate), Br (hydrobromic acid), C(C)OCC (Diethyl ether). Run in C(C)(=O)O (acetic acid), C(C)(=O)O (acetic acid). Conditions: time 7 hour. Yields the product NC1=C(C=C(C2=C1OCCO2)C2=NN(C(O2)=O)C2CCN(CC2)CCCC(F)(F)F)Cl (5- (8-Amino-7-chloro-2,3-dihydro-1,4-benzodioxin-5-yl)-3-[1-(4,4,4-trifluorobutyl)piperidin-4-yl]-1,3,4-oxadiazol-2(3H)-one). Yield: 89.3%. RXN SMILES: [Cl:1][C:2]1[CH:11]=[C:10]([C:12]2[O:13][C:14](=[O:30])[N:15]([CH:17]3[CH2:22][CH2:21][N:20]([CH2:23][CH2:24][CH2:25][C:26]([F:29])([F:28])[F:27])[CH2:19][CH2:18]3)[N:16]=2)[C:5]2[O:6][CH2:7][CH2:8][O:9][C:4]=2[C:3]=1[NH:31]C(=O)OCC1C=CC=CC=1.Br.C(OCC)C>C(O)(=O)C>[NH2:31][C:3]1[C:4]2[O:9][CH2:8][CH2:7][O:6][C:5]=2[C:10]([C:12]2[O:13][C:14](=[O:30])[N:15]([CH:17]3[CH2:22][CH2:21][N:20]([CH2:23][CH2:24][CH2:25][C:26]([F:28])([F:27])[F:29])[CH2:19][CH2:18]3)[N:16]=2)=[CH:11][C:2]=1[Cl:1]. Procedure: 1.72 g (2.88 mmol) of phenylmethyl [6-chloro-8-[5-oxo-4-[1-(4,4,4-trifluorobutyl)piperidin-4-yl]-4,5-dihydro-1,3,4-oxadiazol-2-yl]-2,3-dihydro-1,4-benzodioxin-5-yl]carbamate and 17 ml of acetic acid are introduced into a 100 ml round-bottomed flask, 5 ml of 33% hydrobromic acid in acetic acid are added and the mixture is stirred at room temperature for 7 h. Diethyl ether is added to the precipitate which has formed and 1.8 g of hydrobromide are collected by filtration. It is taken up in water an... Reactants: CCN=C=NCCCN(C)C.Cl (WSC hydrochloride), C=1C=CC2=C(C1)N=NN2O (HOBt), C(C)(=O)NC1=C(C(=O)OC)C=C(C=C1)N1C[C@H]([C@H](CC1)N)OC (Methyl cis(±)-2-(acetylamino)-5-(4-amino-3-methoxypiperidin-1-yl)benzoate), ClC=1N=C(NC1CC)C(=O)O (4-chloro-5-ethyl-1H-imidazole-2-carboxylic acid). Solvent: CC(=O)N(C)C (DMA), C(C)(=O)OCC (ethyl acetate). Conditions: time 8 hour. The product is C(C)(=O)NC1=C(C(=O)OC)C=C(C=C1)N1C[C@H]([C@H](CC1)NC(=O)C=1NC(=C(N1)Cl)CC)OC (Methyl cis(±)-2-(acetylamino)-5-(4-{[(4-chloro-5-ethyl-1H-imidazol-2-yl)carbonyl]amino}-3-methoxypiperidin-1-yl)benzoate). Yield: 38.6%. RXN SMILES: [C:1]([NH:4][C:5]1[CH:14]=[CH:13][C:12]([N:15]2[CH2:20][CH2:19][C@H:18]([NH2:21])[C@H:17]([O:22][CH3:23])[CH2:16]2)=[CH:11][C:6]=1[C:7]([O:9][CH3:10])=[O:8])(=[O:3])[CH3:2].[Cl:24][C:25]1[N:26]=[C:27]([C:32](O)=[O:33])[NH:28][C:29]=1[CH2:30][CH3:31].CCN=C=NCCCN(C)C.Cl.C1C=CC2N(O)N=NC=2C=1>CC(N(C)C)=O.C(OCC)(=O)C>[C:1]([NH:4][C:5]1[CH:14]=[CH:13][C:12]([N:15]2[CH2:20][CH2:19][C@H:18]([NH:21][C:32]([C:27]3[NH:28][C:29]([CH2:30][CH3:31])=[C:25]([Cl:24])[N:26]=3)=[O:33])[C@H:17]([O:22][CH3:23])[CH2:16]2)=[CH:11][C:6]=1[C:7]([O:9][CH3:10])=[O:8])(=[O:3])[CH3:2] |f:2.3|. Procedure details: Methyl cis(±)-2-(acetylamino)-5-(4-amino-3-methoxypiperidin-1-yl)benzoate obtained in Example (185d) (210 mg, 0.65 mmol) and 4-chloro-5-ethyl-1H-imidazole-2-carboxylic acid obtained in Example (1d) (113 mg, 0.65 mmol) were dissolved in DMA (3 ml). WSC hydrochloride (500 mg, 2.6 mmol) and HOBt (88 mg, 0.65 mmol) were added, and the mixture was stirred at room temperature overnight. The reaction solution was diluted with ethyl acetate, washed with water and brine, and dried over anhydrous sodium s... Reactants: ClC1=C(C=CC=C1)C1=CCCN(C1)C (5-(2-chlorophenyl)-1,2,3,6-tetrahydro-1-methylpyridine), ClC(=O)OC(C)Cl (1-chloroethyl chloroformate). The solvent is CO (methanol), ClCCl (dichloromethane). Run at time 2.5 hour. Product: Cl.ClC1=C(C=CC=C1)C1=CCCNC1 (5-(2-chlorophenyl)-1,2,3,6-tetrahydropyridine hydrochloride). The yield is 73.4%. RXN SMILES: [Cl:1][C:2]1[CH:7]=[CH:6][CH:5]=[CH:4][C:3]=1[C:8]1[CH2:13][N:12](C)[CH2:11][CH2:10][CH:9]=1.ClC(OC(Cl)C)=O>ClCCl.CO>[ClH:1].[Cl:1][C:2]1[CH:7]=[CH:6][CH:5]=[CH:4][C:3]=1[C:8]1[CH2:13][NH:12][CH2:11][CH2:10][CH:9]=1 |f:4.5|. Reported procedure: To a solution of the 5-(2-chlorophenyl)-1,2,3,6-tetrahydro-1-methylpyridine (5.9 g) in dichloromethane (60 ml) was added 1-chloroethyl chloroformate (5.1 ml) and the mixture was stirred for 2.5 h. The mixture was washed with water and then with a saturated aqueous sodium chloride solution, and dried over anhydrous magnesium sulfate, and the solvent was evaporated under reduced pressure to give brown oil. A solution of the obtained oil in methanol was refluxed for 2 h. The solvent was evaporated ... Starting materials: C(=O)(O)[O-].[Na+] (NaHCO3), C(=O)(OC(C)(C)C)NCCC1=CNC2=CN=CC=C12 (Boc-6-azatryptamine), COC=1C=C(C=CC1)S(=O)(=O)Cl (3-methoxybenzenesulfonyl chloride), CC(C)([O-])C.[K+] (potassium t-butoxide). Solvent: C1CCOC1 (THF). Conditions: time 16 hour. Yields the product COC=1C=C(C=CC1)S(=O)(=O)N1C=C(C=2C1=CN=CC2)CCNC(OC(C)(C)C)=O (T-BUTYL [2-{1-(3-METHOXYBENZENESULFONYL)-1H-PYRROLO[2,3-C]PYRIDIN-3-YL}-ETHYL]CARBAMATE). Reaction SMILES: [C:1]([NH:8][CH2:9][CH2:10][C:11]1[C:19]2[C:14](=[CH:15][N:16]=[CH:17][CH:18]=2)[NH:13][CH:12]=1)([O:3][C:4]([CH3:7])([CH3:6])[CH3:5])=[O:2].[CH3:20][O:21][C:22]1[CH:23]=[C:24]([S:28](Cl)(=[O:30])=[O:29])[CH:25]=[CH:26][CH:27]=1.CC(C)([O-])C.[K+].C([O-])(O)=O.[Na+]>C1COCC1>[CH3:20][O:21][C:22]1[CH:23]=[C:24]([S:28]([N:13]2[C:14]3=[CH:15][N:16]=[CH:17][CH:18]=[C:19]3[C:11]([CH2:10][CH2:9][NH:8][C:1](=[O:2])[O:3][C:4]([CH3:6])([CH3:7])[CH3:5])=[CH:12]2)(=[O:30])=[O:29])[CH:25]=[CH:26][CH:27]=1 |f:2.3,4.5|. Procedure: A mixture of Boc-6-azatryptamine (1.1 eq.) and 3-methoxybenzenesulfonyl chloride (1.0 eq.) in THF at room temperature is treated portionwise with solid potassium t-butoxide (1.2 eq), stirred at room temperature for 16 h, poured into saturated NaHCO3 and extracted with EtOAc. The combined extracts are dried over MgSO4 and concentrated in vacuo. Chromatographic purification of this concentrate using silica gel and EtOAc/Hexanes as eluent gives the title sulfonated compound. Starting materials: CN(/C=C/C(=O)C1=NN(C=CC1=O)C1=CC(=CC=C1)OC(F)(F)F)C (3-((E)-3-dimethylamino-acryloyl)-1-(3-trifluoromethoxy-phenyl)-1H-pyridazin-4-one), COC(C1=CC(=CC=C1)NN)=O (3-hydrazino-benzoic acid methyl ester). The product is COC(C1=CC(=CC=C1)N1N=CC=C1C1=NN(C=CC1=O)C1=CC(=CC=C1)OC(F)(F)F)=O (3-{5-[4-Oxo-1-(3-trifluoromethoxy-phenyl)-1,4-dihydro-pyridazin-3-yl]-pyrazol-1-yl}-benzoic acid methyl ester). As a reaction SMILES: C[N:2](C)/[CH:3]=[CH:4]/[C:5]([C:7]1[C:12](=[O:13])[CH:11]=[CH:10][N:9]([C:14]2[CH:19]=[CH:18][CH:17]=[C:16]([O:20][C:21]([F:24])([F:23])[F:22])[CH:15]=2)[N:8]=1)=O.[CH3:26][O:27][C:28](=[O:37])[C:29]1[CH:34]=[CH:33][CH:32]=[C:31]([NH:35]N)[CH:30]=1>>[CH3:26][O:27][C:28](=[O:37])[C:29]1[CH:34]=[CH:33][CH:32]=[C:31]([N:35]2[C:5]([C:7]3[C:12](=[O:13])[CH:11]=[CH:10][N:9]([C:14]4[CH:19]=[CH:18][CH:17]=[C:16]([O:20][C:21]([F:24])([F:23])[F:22])[CH:15]=4)[N:8]=3)=[CH:4][CH:3]=[N:2]2)[CH:30]=1. Reported procedure: Reaction of 3-((E)-3-dimethylamino-acryloyl)-1-(3-trifluoromethoxy-phenyl)-1H-pyridazin-4-one (A-6) and 3-hydrazino-benzoic acid methyl ester according to example 43 gave the desired product. MS: M=456.9 (M+H)+